Dataset: the Open Reaction Database (ORD), a public repository of structured organic reaction records. Task: describe an organic reaction: reactants, conditions, products, and yield Starting materials: CC(C)(C)OC(=O)CCc1ccc(O[Si](c2ccccc2)(c2ccccc2)C(C)(C)C)cc1COc1ccc(C(F)(F)F)cc1, C1CCOC1, CCCC[N+](CCCC)(CCCC)CCCC, [F-]. Yields the product CC(C)(C)OC(=O)CCc1ccc(O)cc1COc1ccc(C(F)(F)F)cc1. Reaction SMILES: [C:1]([CH3:2])([CH3:3])([CH3:4])[O:5][C:6]([CH2:7][CH2:8][c:9]1[c:10]([CH2:33][O:34][c:35]2[cH:36][cH:37][c:38]([C:41]([F:42])([F:43])[F:44])[cH:39][cH:40]2)[cH:11][c:12]([O:15][Si:16]([C:17]([CH3:18])([CH3:19])[CH3:20])([c:21]2[cH:22][cH:23][cH:24][cH:25][cH:26]2)[c:27]2[cH:28][cH:29][cH:30][cH:31][cH:32]2)[cH:13][cH:14]1)=[O:45].[CH2:64]1[O:65][CH2:66][CH2:67][CH2:68]1.[CH3:47][CH2:48][CH2:49][CH2:50][N+:51]([CH2:52][CH2:53][CH2:54][CH3:55])([CH2:56][CH2:57][CH2:58][CH3:59])[CH2:60][CH2:61][CH2:62][CH3:63].[F-:46]>>[C:1]([CH3:2])([CH3:3])([CH3:4])[O:5][C:6]([CH2:7][CH2:8][c:9]1[c:10]([CH2:33][O:34][c:35]2[cH:36][cH:37][c:38]([C:41]([F:42])([F:43])[F:44])[cH:39][cH:40]2)[cH:11][c:12]([OH:15])[cH:13][cH:14]1)=[O:45]. Starting materials: CC(C)(C)OC(=O)N1CCC(N)CC1, COCCOc1cc(OC)ccc1-c1ncnc2c(C(=O)O)c[nH]c12. The product is COCCOc1cc(OC)ccc1-c1ncnc2c(C(=O)NC3CCN(C(=O)OC(C)(C)C)CC3)c[nH]c12. RXN SMILES: [C:26]([CH3:27])([CH3:28])([CH3:29])[O:30][C:31](=[O:32])[N:33]1[CH2:34][CH2:35][CH:36]([NH2:39])[CH2:37][CH2:38]1.[CH3:1][O:2][c:3]1[cH:4][c:5]([O:21][CH2:22][CH2:23][O:24][CH3:25])[c:6](-[c:9]2[c:10]3[c:11]([n:12][cH:13][n:14]2)[c:15]([C:18](=[O:19])[OH:20])[cH:16][nH:17]3)[cH:7][cH:8]1>>[CH3:1][O:2][c:3]1[cH:4][c:5]([O:21][CH2:22][CH2:23][O:24][CH3:25])[c:6](-[c:9]2[c:10]3[c:11]([n:12][cH:13][n:14]2)[c:15]([C:18](=[O:19])[NH:39][CH:36]2[CH2:35][CH2:34][N:33]([C:31]([O:30][C:26]([CH3:27])([CH3:28])[CH3:29])=[O:32])[CH2:38][CH2:37]2)[cH:16][nH:17]3)[cH:7][cH:8]1. The reactants are ClCc1ccccc1, CN(C)C=O, CC(N)=O. Product: CC(=O)NCc1ccccc1. Reaction SMILES: [CH2:5]([c:6]1[cH:7][cH:8][cH:9][cH:10][cH:11]1)[Cl:12].[CH3:13][N:14]([CH3:15])[CH:16]=[O:17].[CH3:1][C:2]([NH2:3])=[O:4]>>[CH3:1][C:2]([NH:3][CH2:5][c:6]1[cH:7][cH:8][cH:9][cH:10][cH:11]1)=[O:4]. Reactants: ClC1=CC=C(COC=2C=C(C=O)C=CC2OCC2=CC=C(C=C2)OC)C=C1 (3-(4-Chloro-benzyloxy)-4-(4-methoxy-benzyloxy)-benzaldehyde). Run in C(C)(=O)O (acetic acid). Yields the product ClC1=CC=C(COC=2C=C(C=O)C=CC2O)C=C1 (3-(4-Chloro-benzyloxy)-4-hydroxy-benzaldehyde). Reaction SMILES: [Cl:1][C:2]1[CH:27]=[CH:26][C:5]([CH2:6][O:7][C:8]2[CH:9]=[C:10]([CH:13]=[CH:14][C:15]=2[O:16]CC2C=CC(OC)=CC=2)[CH:11]=[O:12])=[CH:4][CH:3]=1>C(O)(=O)C>[Cl:1][C:2]1[CH:27]=[CH:26][C:5]([CH2:6][O:7][C:8]2[CH:9]=[C:10]([CH:13]=[CH:14][C:15]=2[OH:16])[CH:11]=[O:12])=[CH:4][CH:3]=1. Procedure details: A solution of 3-(4-chloro-benzyloxy)-4-(4-methoxy-benzyloxy)-benzaldehyde (41)(108 g) in acetic acid (500 mL) was heated at reflux overnight. Excess acetic acid was removed by rotary evaporation under reduced pressure (hard vacuum) and the resulting residue taken up in ethyl acetate. The organic layer was extracted with aqueous sodium hydroxide solution (1 N; 3×150 mL). The combined inorganic phases were neutralised with conc. hydrochloric acid and back extracted with ethyl acetate. The organic ... The reactants are C(C1=CC=CC=C1)C1=CN=C(S1)C1CCN(CC1)C(=O)OC(C)(C)C (4-(5-Benzyl-thiazol-2-yl)-1-t-butyloxycarbonyl-piperidine), saturated solution, Cl (hydrochloric acid). The solvent is CO (methanol). Run at time 3.5 hour. Yields the product Cl.C(C1=CC=CC=C1)C1=CN=C(S1)C1CCNCC1 (4-(5-Benzyl-thiazol-2-yl) -piperidine hydrochloride). As a reaction SMILES: [CH2:1]([C:8]1[S:12][C:11]([CH:13]2[CH2:18][CH2:17][N:16](C(OC(C)(C)C)=O)[CH2:15][CH2:14]2)=[N:10][CH:9]=1)[C:2]1[CH:7]=[CH:6][CH:5]=[CH:4][CH:3]=1.[ClH:26]>CO>[ClH:26].[CH2:1]([C:8]1[S:12][C:11]([CH:13]2[CH2:18][CH2:17][NH:16][CH2:15][CH2:14]2)=[N:10][CH:9]=1)[C:2]1[CH:3]=[CH:4][CH:5]=[CH:6][CH:7]=1 |f:3.4|. Procedure details: To 37 mg of 4-(5-benzyl-thiazol-2-yl)-1-t-butyloxycarbonyl-piperidine (from Step B) was added 4 ml of a saturated solution of hydrochloric acid in methanol. The reaction was stirred for 3.5 hours at room temperature. The methanol was evaporated under reduced pressure to give 24 mg of the title compound. ESI-MS 259 (M+H); HPLC A: 2.00 min. Starting materials: solid, Cl.Cl.O1C=C(C=C2C1=CC=C2)C2N(CCCC2)CC[C@@H]2CC[C@H](CC2)N (trans-4-[2-(4-benzofuran-3-yl-piperidin-1-yl)-ethyl]-cyclohexylamine dihydrochloride), Cl.Cl.O1C=C(C=C2C1=CC=C2)C2N(CCCC2)CC[C@@H]2CC[C@H](CC2)N (trans-4-[2-(4-benzofuran-3-yl-piperidin-1-yl)-ethyl]-cyclohexylamine dihydrochloride), N1=CC=C(C2=CC=CC=C12)C(=O)O (quinoline-4-carboxylic acid). Yields the product O1C=C(C=C2C1=CC=C2)C2N(CCCC2)CC[C@@H]2CC[C@H](CC2)NC(=O)C2=CC=NC1=CC=CC=C21 (Quinoline-4-carboxylic acid trans-{4-[2-(4-benzofuran-3-yl-piperidin-1-yl)-ethyl]-cyclohexyl}-amide). Reaction SMILES: Cl.Cl.[O:3]1[C:8]2=[CH:9][CH:10]=[CH:11][C:7]2=[CH:6][C:5]([CH:12]2[CH2:17][CH2:16][CH2:15][CH2:14][N:13]2[CH2:18][CH2:19][C@H:20]2[CH2:25][CH2:24][C@H:23]([NH2:26])[CH2:22][CH2:21]2)=[CH:4]1.[N:27]1[C:36]2[C:31](=[CH:32][CH:33]=[CH:34][CH:35]=2)[C:30]([C:37](O)=[O:38])=[CH:29][CH:28]=1>>[O:3]1[C:8]2=[CH:9][CH:10]=[CH:11][C:7]2=[CH:6][C:5]([CH:12]2[CH2:17][CH2:16][CH2:15][CH2:14][N:13]2[CH2:18][CH2:19][C@H:20]2[CH2:21][CH2:22][C@H:23]([NH:26][C:37]([C:30]3[C:31]4[C:36](=[CH:35][CH:34]=[CH:33][CH:32]=4)[N:27]=[CH:28][CH:29]=3)=[O:38])[CH2:24][CH2:25]2)=[CH:4]1 |f:0.1.2|. Procedure: The title compound, yellow solid (106 mg, 88%), MS (ISP) m/z=482.3 [(M+H)+], mp 169° C., was prepared in accordance with the general method of example 1 from trans-4-[2-(4-benzofuran-3-yl-piperidin-1-yl)-ethyl]-cyclohexylamine dihydrochloride (intermediate A) (100 mg, 0.25 mmol) and quinoline-4-carboxylic acid.